This data is from the Open Reaction Database (ORD), a public repository of structured organic reaction records. The task is: describe an organic reaction: reactants, conditions, products, and yield The reactants are [N+](=O)([O-])C(CO)(CO)C1=CC=CC=C1 (2-nitro-2-phenyl-1,3-propanediol), [H][H] (hydrogen). The reagents and catalysts are [Pd] (palladium on calcium carbonate). The solvent is CO (methanol). The product is C1(=CC=CC=C1)C(CO)CO (2-Phenyl-1.3-Propanediol). Reaction SMILES: [N+]([C:4]([C:9]1[CH:14]=[CH:13][CH:12]=[CH:11][CH:10]=1)([CH2:7][OH:8])[CH2:5][OH:6])([O-])=O.[H][H]>[Pd].CO>[C:9]1([CH:4]([CH2:5][OH:6])[CH2:7][OH:8])[CH:14]=[CH:13][CH:12]=[CH:11][CH:10]=1. Procedure details: 12 g. (0.06 mole) of 2-nitro-2-phenyl-1,3-propanediol, 400 mg. of 5% palladium on calcium carbonate and 150 ml. of methanol are placed in a Parr hydrogenator bottle and reduced with hydrogen overnight. The mixture is filtered through Celite, concentrated to an oil and recrystallized from 30 ml. of toluene. The yield is 7.4 g. (80%) of product, M.P. 52°-4° C. Reactants: [Cl-].[NH4+] (ammonium chloride), ClC1=C(C(=O)OC)C=CC=C1CC#N (methyl 2-chloro-3-(cyanomethyl)benzoate), BrCCBr (1,2-dibromoethane), [H-].[Na+] (sodium hydride). Run in CS(=O)C (dimethylsulfoxide). Reaction conditions: time 30 minute. Yields the product ClC1=C(C(=O)OC)C=CC=C1C1(CC1)C#N (methyl 2-chloro-3-(1-cyanocyclopropyl)benzoate). The yield is 60.1%. As a reaction SMILES: [Cl:1][C:2]1[C:11]([CH2:12][C:13]#[N:14])=[CH:10][CH:9]=[CH:8][C:3]=1[C:4]([O:6][CH3:7])=[O:5].[H-].[Na+].Br[CH2:18][CH2:19]Br.[Cl-].[NH4+]>CS(C)=O>[Cl:1][C:2]1[C:11]([C:12]2([C:13]#[N:14])[CH2:19][CH2:18]2)=[CH:10][CH:9]=[CH:8][C:3]=1[C:4]([O:6][CH3:7])=[O:5] |f:1.2,4.5|. Reported procedure: A solution of methyl 2-chloro-3-(cyanomethyl)benzoate (20.0 g, 95.3 mmol) in dimethylsulfoxide (200 mL) was cooled to 15° C., 60% sodium hydride (11.6 g, 289 mmol) was added by small portions, and the mixture was stirred at room temperature for 30 min. To the suspension was dropwise added 1,2-dibromoethane (16.5 mL, 191 mmol) at 15° C. over 10 min, and the mixture was stirred at room temperature for 4 hr. To the reaction mixture was added aqueous ammonium chloride solution (200 mL), and the mixt...